Dataset: the Open Reaction Database (ORD), a public repository of structured organic reaction records. Task: describe an organic reaction: reactants, conditions, products, and yield The reactants are C(C1=CC=CC=C1)N1C2CN(CC2C(C1)C)C(=O)OCC (ethyl 2-benzyl-4-methyl-2,7-diazabicyclo[3.3.0]octane-7-carboxylate). The solvent is Cl (hydrochloric acid). Product: C(C1=CC=CC=C1)N1C2CNCC2C(C1)C (2-Benzyl-4-methyl-2,7-diazabicyclo[3.3.0]octane). Reaction SMILES: [CH2:1]([N:8]1[CH2:15][CH:14]([CH3:16])[CH:13]2[CH:9]1[CH2:10][N:11](C(OCC)=O)[CH2:12]2)[C:2]1[CH:7]=[CH:6][CH:5]=[CH:4][CH:3]=1>Cl>[CH2:1]([N:8]1[CH2:15][CH:14]([CH3:16])[CH:13]2[CH:9]1[CH2:10][NH:11][CH2:12]2)[C:2]1[CH:7]=[CH:6][CH:5]=[CH:4][CH:3]=1. Reported procedure: 10 g (26.3 mmol) of ethyl 2-benzyl-4-methyl-2,7-diazabicyclo[3.3.0]octane-7-carboxylate are refluxed overnight together with 100 ml of concentrated hydrochloric acid. The mixture is concentrated, the concentrate is taken up in 20 ml of water, the mixture is rendered alkaline using potassium carbonate and extracted five times using 50 ml portions of chloroform, and the extracts are dried over potassium carbonate, concentrated and distilled. The reactants are B(F)(F)F.CCOCC (boron fluoride etherate), ice, C([O-])([O-])=O.[Na+].[Na+] (sodium carbonate), C1=CC=CC1 (cyclopentadiene), C(=O)C(=CCCl)C (3-formyl-crotyl chloride). Solvent: C(Cl)Cl (methylene chloride). Conditions: temperature -20 celsius. The product is ClCC1C2C=CC(C1(C=O)C)C2 (2-Chloromethyl-3-methyl-3-formyl-bicyclo[2.2.1]hept-5-ene). The yield is 90.0%. RXN SMILES: B(F)(F)F.[CH3:5]COCC.[CH:10]1[CH2:14]C=[CH:12][CH:11]=1.[CH:15]([C:17]([CH3:21])=[CH:18][CH2:19][Cl:20])=[O:16].C(=O)([O-])[O-].[Na+].[Na+]>C(Cl)Cl>[Cl:20][CH2:19][CH:18]1[C:17]([CH3:5])([CH:15]=[O:16])[CH:21]2[CH2:12][CH:11]1[CH:10]=[CH:14]2 |f:0.1,4.5.6|. Procedure details: 5 ml of boron fluoride etherate were added to 1 liter of methylene chloride and the mixture was cooled to -20° C. A solution of 452 g (6.84 moles) of cyclopentadiene and 712 g (6.0 moles) of 3-formyl-crotyl chloride were added, whilst stirring, at a rate such that the reaction temperature did not rise above -10° C. The reaction mixture was then stirred for 3 hours at -10° C. To work up the reaction mixture, it was poured onto 1 kg of ice and neutralized with sodium carbonate solution, and the me... Starting materials: FC1=CC=C(C=C1)CC(=O)N1CCN(CC1)C1CCCC2=CC=C(C=C12)OC (1-[4-(4-Fluorophenylacetyl)piperazin-1-yl]-7-methoxy-1,2,3,4-tetrahydronaphthalene), [H-].[Al+3].[Li+].[H-].[H-].[H-] (lithium aluminum hydride), resultant mixture, O (water), aqueous solution, [OH-].[Na+] (sodium hydroxide), O (water). Run in C1CCOC1 (THF). Product: OC1CCCC2=CC=C(C=C12)OC (1-Hydroxy-7-methoxy-1,2,3,4-tetrahydronaphthalene). RXN SMILES: FC1C=CC(CC(N2CCN([CH:17]3[C:26]4[C:21](=[CH:22][CH:23]=[C:24]([O:27][CH3:28])[CH:25]=4)[CH2:20][CH2:19][CH2:18]3)CC2)=O)=CC=1.[H-].[Al+3].[Li+].[H-].[H-].[H-].[OH2:35].[OH-].[Na+]>C1COCC1>[OH:35][CH:17]1[C:26]2[C:21](=[CH:22][CH:23]=[C:24]([O:27][CH3:28])[CH:25]=2)[CH2:20][CH2:19][CH2:18]1 |f:1.2.3.4.5.6,8.9|. Procedure: 1-[4-(4-Fluorophenylacetyl)piperazin-1-yl]-7-methoxy-1,2,3,4-tetrahydronaphthalene (0.41 g) and lithium aluminum hydride (0.05 g) were heated under reflux in THF (15 ml) for 6 hr. Next, the reaction solution was cooled and water (50 ml) a 5 N aqueous solution (50 ml) of sodium hydroxide and further water (150 ml) were successively added thereto. After stirring the resultant mixture at room temperature for 1 hr, the resulting precipitate was filtered through celite and washed with THF. The filtra... Starting materials: CC(C)(C)CN1C(=O)C(CC(N)=O)SC(c2cccc3ccccc23)c2cc(Cl)ccc21, O=C(OC(=O)C(F)(F)F)C(F)(F)F, c1ccncc1. Product: CC(C)(C)CN1C(=O)C(CC#N)SC(c2cccc3ccccc23)c2cc(Cl)ccc21. As a reaction SMILES: [Cl:14][c:15]1[cH:16][cH:17][c:18]2[c:19]([cH:45]1)[CH:20]([c:35]1[cH:36][cH:37][cH:38][c:39]3[cH:40][cH:41][cH:42][cH:43][c:44]13)[S:21][CH:22]([CH2:31][C:32](=[O:33])[NH2:34])[C:23](=[O:30])[N:24]2[CH2:25][C:26]([CH3:27])([CH3:28])[CH3:29].[F:1][C:2]([F:3])([F:4])[C:5]([O:6][C:7](=[O:8])[C:9]([F:10])([F:11])[F:12])=[O:13].[cH:46]1[cH:47][cH:48][n:49][cH:50][cH:51]1>>[Cl:14][c:15]1[cH:16][cH:17][c:18]2[c:19]([cH:45]1)[CH:20]([c:35]1[cH:36][cH:37][cH:38][c:39]3[cH:40][cH:41][cH:42][cH:43][c:44]13)[S:21][CH:22]([CH2:31][C:32]#[N:34])[C:23](=[O:30])[N:24]2[CH2:25][C:26]([CH3:27])([CH3:28])[CH3:29]. The reactants are CC(=O)O[BH-](OC(C)=O)OC(C)=O, O=CC1CCCCC1, ClCCCl, Cc1ccc(-c2ccc3c(c2)C=C(C(=O)NC2CCNCC2)CCO3)cc1, [Na+], [Na+], [OH-]. The product is Cc1ccc(-c2ccc3c(c2)C=C(C(=O)NC2CCN(CC4CCCCC4)CC2)CCO3)cc1. Reaction SMILES: [C:36]([O:37][BH-:38]([O:39][C:40](=[O:41])[CH3:42])[O:43][C:44](=[O:45])[CH3:46])(=[O:47])[CH3:48].[CH:28]1([CH:34]=[O:35])[CH2:29][CH2:30][CH2:31][CH2:32][CH2:33]1.[Cl:52][CH2:53][CH2:54][Cl:55].[NH:1]1[CH2:2][CH2:3][CH:4]([NH:7][C:8](=[O:9])[C:10]2=[CH:16][c:15]3[c:14]([cH:20][cH:19][c:18](-[c:21]4[cH:22][cH:23][c:24]([CH3:27])[cH:25][cH:26]4)[cH:17]3)[O:13][CH2:12][CH2:11]2)[CH2:5][CH2:6]1.[Na+:49].[Na+:51].[OH-:50]>>[N:1]1([CH2:34][CH:28]2[CH2:29][CH2:30][CH2:31][CH2:32][CH2:33]2)[CH2:2][CH2:3][CH:4]([NH:7][C:8](=[O:9])[C:10]2=[CH:16][c:15]3[c:14]([cH:20][cH:19][c:18](-[c:21]4[cH:22][cH:23][c:24]([CH3:27])[cH:25][cH:26]4)[cH:17]3)[O:13][CH2:12][CH2:11]2)[CH2:5][CH2:6]1.